Dataset: the Open Reaction Database (ORD), a public repository of structured organic reaction records. Task: describe an organic reaction: reactants, conditions, products, and yield The reactants are Cl (HCl), C(C)N(C(CCN(CCCCCCCN(CCC(N(C(=O)OC(C)(C)C)CC)C)C(=O)OC(C)(C)C)C(=O)OC(C)(C)C)C)C(=O)OC(C)(C)C (1,17-diethyl-2,16-dimethyl-1,5,13,17-tetra(t-butoxycarbonyl)-1,5,13,17-tetraazaheptadecane). Run in CO (methanol). Run at time 8 hour. Yields the product Cl.Cl.Cl.Cl.C(C)NC(CCNCCCCCCCNCCC(C)NCC)C (N,N'-Bis[3-(ethylamino)butyl]-1,7-diaminoheptane tetrahydrochloride). Reaction SMILES: [ClH:1].[CH2:2]([N:4](C(OC(C)(C)C)=O)[CH:5]([CH3:45])[CH2:6][CH2:7][N:8](C(OC(C)(C)C)=O)[CH2:9][CH2:10][CH2:11][CH2:12][CH2:13][CH2:14][CH2:15][N:16](C(OC(C)(C)C)=O)[CH2:17][CH2:18][CH:19]([CH3:30])[N:20]([CH2:28][CH3:29])C(OC(C)(C)C)=O)[CH3:3]>CO>[ClH:1].[ClH:1].[ClH:1].[ClH:1].[CH2:28]([NH:20][CH:19]([CH3:30])[CH2:18][CH2:17][NH:16][CH2:15][CH2:14][CH2:13][CH2:12][CH2:11][CH2:10][CH2:9][NH:8][CH2:7][CH2:6][CH:5]([NH:4][CH2:2][CH3:3])[CH3:45])[CH3:29] |f:3.4.5.6.7|. Reported procedure: Add 1N HCl in methanol (50 ml) to 1,17-diethyl-2,16-dimethyl-1,5,13,17-tetra(t-butoxycarbonyl)-1,5,13,17-tetraazaheptadecane (3.9 g, 0.0054 mol) and stir overnight. Remove the solvent in vacuo and recrystallize the residue two times from methanol/acetonitrile (40/60, v/v) to yield 0.90 g of the title compound as a white solid (mp 249°-50° C.). Rf is 0.56 for TLC on silica gel developed with 40% conc. ammonia in methanol. The reactants are BrC1=CC=C(C=C1)C(C(NC1=CC=C(C=C1)C(F)(F)F)=O)OC(C)=O (acetic acid (4-bromo-phenyl)-(4-trifluoromethyl-phenylcarbamoyl)-methyl ester), LiOH monohydrate. The solvent is C1CCOC1 (THF), O (water). The product is BrC1=CC=C(C=C1)C(C(=O)NC1=CC=C(C=C1)C(F)(F)F)O (2-(4-Bromo-phenyl)-2-hydroxy-N-(4-trifluoromethyl-phenyl)-acetamide). The yield is 98.3%. As a reaction SMILES: [Br:1][C:2]1[CH:7]=[CH:6][C:5]([CH:8]([O:22]C(=O)C)[C:9](=[O:21])[NH:10][C:11]2[CH:16]=[CH:15][C:14]([C:17]([F:20])([F:19])[F:18])=[CH:13][CH:12]=2)=[CH:4][CH:3]=1>C1COCC1.O>[Br:1][C:2]1[CH:3]=[CH:4][C:5]([CH:8]([OH:22])[C:9]([NH:10][C:11]2[CH:16]=[CH:15][C:14]([C:17]([F:19])([F:20])[F:18])=[CH:13][CH:12]=2)=[O:21])=[CH:6][CH:7]=1. Reported procedure: To a solution of acetic acid (4-bromo-phenyl)-(4-trifluoromethyl-phenylcarbamoyl)-methyl ester (5.7 g, 13.7 mmol) in THF (20 mL) was added LiOH monohydrate (0.863 g, 20.5 mmol) in water (12 mL) dropwise at room temperature. After stirring an additional hour at room temperature, the mixture was extracted with ethyl acetate. The ethyl acetate layer was dried over sodium sulfate, filtered, and concentrated in vacuo to obtain white solid (5.04 g, 98.8%). The reactants are Cl (HCl), FC(F)(F)OS(=O)(=O)C1=CC2=CC[C@H]3[C@@H]4CC[C@@H]([C@@]4(C)CC[C@@H]3[C@]2(CC1)C)C(CCC1=CC=C(C=C1)F)=O (trifluoromethyl -17β-[3-(4-fluorophenyl )-1-oxopropyl]-androsta-3,5-diene-3-sulfonate), C1(=CC=CC=C1)P(C1=CC=CC=C1)C1=CC=CC=C1 (triphenylphosphine), C(C)(=O)[O-].[K+] (potassium acetate). Reagents/catalysts: C(C)(=O)[O-].[Pd+2].C(C)(=O)[O-] (palladium (II) acetate). Run in ice water, CN(C)C=O (DMF). Reaction conditions: temperature 60 celsius. Product: FC1=CC=C(C=C1)CCC(=O)[C@@H]1[C@]2(C)[C@@H](CC1)[C@@H]1CC=C3C=C(CC[C@]3(C)[C@H]1CC2)C(=O)O (17β-[3-(4-fluorophenyl)-1-oxopropyl]-3,5-androstadiene-3-carboxylic acid). Isolated yield 53.3%. RXN SMILES: FC(OS([C:9]1[CH2:26][CH2:25][C@@:24]2([CH3:27])[C:11](=[CH:12][CH2:13][C@@H:14]3[C@@H:23]2[CH2:22][CH2:21][C@@:19]2([CH3:20])[C@H:15]3[CH2:16][CH2:17][C@@H:18]2[C:28](=[O:38])[CH2:29][CH2:30][C:31]2[CH:36]=[CH:35][C:34]([F:37])=[CH:33][CH:32]=2)[CH:10]=1)(=O)=O)(F)F.C1(P(C2C=CC=CC=2)C2C=CC=CC=2)C=CC=CC=1.[C:58]([O-:61])(=[O:60])C.[K+].Cl>C([O-])(=O)C.[Pd+2].C([O-])(=O)C.CN(C=O)C>[F:37][C:34]1[CH:33]=[CH:32][C:31]([CH2:30][CH2:29][C:28]([C@H:18]2[CH2:17][CH2:16][C@H:15]3[C@H:14]4[C@H:23]([CH2:22][CH2:21][C@:19]23[CH3:20])[C@:24]2([CH3:27])[C:11]([CH:10]=[C:9]([C:58]([OH:61])=[O:60])[CH2:26][CH2:25]2)=[CH:12][CH2:13]4)=[O:38])=[CH:36][CH:35]=1 |f:2.3,5.6.7|. Procedure details: A mixture of trifluoromethyl -17β-[3-(4-fluorophenyl )-1-oxopropyl]-androsta-3,5-diene-3-sulfonate (0.28 g, 0.5 mmol), palladium (II) acetate (5.6 mg, 0.025 mmol), triphenylphosphine (13 mg, 0.05 mmol), potassium acetate (0.19 g, 2 mmol) and DMF (6 ml) was heated at 60° C. under an atmosphere of CO for 2.5 hours. The cooled mixture was diluted with ice water, acidified with dilute HCl and extracted with CH2Cl2. The organic extract was washed with water, brine, dried (MgSO4), filtered, concentrat... Starting materials: COc1cc(CO)ccc1OCc1ccccc1, CCOCC, BrP(Br)Br. The product is COc1cc(CBr)ccc1OCc1ccccc1. Reaction SMILES: [CH2:1]([c:2]1[cH:3][cH:4][cH:5][cH:6][cH:7]1)[O:8][c:9]1[c:10]([O:17][CH3:18])[cH:11][c:12]([CH2:13][OH:14])[cH:15][cH:16]1.[CH3:23][CH2:24][O:25][CH2:26][CH3:27].[P:19]([Br:20])([Br:21])[Br:22]>>[CH2:1]([c:2]1[cH:3][cH:4][cH:5][cH:6][cH:7]1)[O:8][c:9]1[c:10]([O:17][CH3:18])[cH:11][c:12]([CH2:13][Br:20])[cH:15][cH:16]1. Starting materials: BrC(C(=O)C1=CC=C(C=C1)F)C1=CC=C(C=C1)S(=O)(=O)C (2-bromo-1-(4-fluorophenyl)-2-(4-methylsulfonylphenyl) ethanone), C(CCC)NC(=S)N (N-butylthiourea). Solvent: C(C)O (ethanol). Product: C(CCC)NC=1SC(=C(N1)C1=CC=C(C=C1)F)C1=CC=C(C=C1)S(=O)(=O)C (2-butylamino-4-(4-fluorophenyl)-5-(4-methylsulfonylphenyl)thiazole). Isolated yield 76.6%. Reaction SMILES: Br[CH:2]([C:12]1[CH:17]=[CH:16][C:15]([S:18]([CH3:21])(=[O:20])=[O:19])=[CH:14][CH:13]=1)[C:3]([C:5]1[CH:10]=[CH:9][C:8]([F:11])=[CH:7][CH:6]=1)=O.[CH2:22]([NH:26][C:27]([NH2:29])=[S:28])[CH2:23][CH2:24][CH3:25]>C(O)C>[CH2:22]([NH:26][C:27]1[S:28][C:2]([C:12]2[CH:17]=[CH:16][C:15]([S:18]([CH3:21])(=[O:20])=[O:19])=[CH:14][CH:13]=2)=[C:3]([C:5]2[CH:10]=[CH:9][C:8]([F:11])=[CH:7][CH:6]=2)[N:29]=1)[CH2:23][CH2:24][CH3:25]. Procedure: To a solution of 2-bromo-1-(4-fluorophenyl)-2- (4-methylsulfonylphenyl) ethanone (Example 26, Step 2) (0.384 g, 1.03 mmol) in ethanol (15 mL) in a 25 mL round bottom flask was added N-butylthiourea (0.144 g, 1.09 mmol). The solution was heated to reflux for 14 hours and the reaction was cooled to room temperature. The resulting suspension was concentrated in vacuo, suspended in methylene chloride (100 mL) and washed with NaHCO3 saturated solution (3×10 mL), dried over sodium sulfate, filtered an...